Dataset: the Open Reaction Database (ORD), a public repository of structured organic reaction records. Task: describe an organic reaction: reactants, conditions, products, and yield Procedure: The product from Example 23D and piperidine were processed as described in Example 1D to provide the titled compound. 1H NMR (300 MHz, CD3OD) δ 7.82 (m, 1H), 7.73 (d, J=8.1, 2H), 7.54 (m, 2H), 7.51 (d, J=8.1 Hz, 2H), 6.77 (s, 1H), 3.32-3.8 (m, 14H), 3.07 (m, 2H), 1.5-2.1 (m, 6H); MS (DCI) m/z 419 (M+H)+; Reaction SMILES: CS(O[CH2:6][CH2:7][C:8]1[O:9][C:10]2[CH:16]=[CH:15][C:14]([C:17]3[CH:22]=[CH:21][C:20]([C:23]([N:25]4[CH2:30][CH2:29][O:28][CH2:27][CH2:26]4)=[O:24])=[CH:19][CH:18]=3)=[CH:13][C:11]=2[CH:12]=1)(=O)=O.[NH:31]1[CH2:36][CH2:35][CH2:34][CH2:33][CH2:32]1>>[N:31]1([CH2:6][CH2:7][C:8]2[O:9][C:10]3[CH:16]=[CH:15][C:14]([C:17]4[CH:18]=[CH:19][C:20]([C:23]([N:25]5[CH2:30][CH2:29][O:28][CH2:27][CH2:26]5)=[O:24])=[CH:21][CH:22]=4)=[CH:13][C:11]=3[CH:12]=2)[CH2:36][CH2:35][CH2:34][CH2:33][CH2:32]1. Starting materials: CS(=O)(=O)OCCC=1OC2=C(C1)C=C(C=C2)C2=CC=C(C=C2)C(=O)N2CCOCC2 (2-{5-[4-(4-morpholinylcarbonyl)phenyl]-1-benzofuran-2-yl}ethyl methanesulfonate), N1CCCCC1 (piperidine). Yields the product N1(CCCCC1)CCC=1OC2=C(C1)C=C(C=C2)C2=CC=C(C(=O)N1CCOCC1)C=C2 (4-(4-{2-[2-(1-piperidinyl)ethyl]-1-benzofuran-5-yl}benzoyl)morpholine). The reactants are CC(C)=O, COc1nc(Cl)nc(OC)n1, [K+], [OH-], O, O=C(O)C(S)C1CCCC1. Yields the product COc1nc(OC)nc(SC(C(=O)O)C2CCCC2)n1. As a reaction SMILES: [CH3:25][C:26](=[O:27])[CH3:28].[Cl:14][c:15]1[n:16][c:17]([O:23][CH3:24])[n:18][c:19]([O:21][CH3:22])[n:20]1.[K+:12].[OH-:11].[OH2:13].[SH:1][CH:2]([C:3](=[O:4])[OH:5])[CH:6]1[CH2:7][CH2:8][CH2:9][CH2:10]1>>[S:1]([CH:2]([C:3](=[O:4])[OH:5])[CH:6]1[CH2:7][CH2:8][CH2:9][CH2:10]1)[c:15]1[n:16][c:17]([O:23][CH3:24])[n:18][c:19]([O:21][CH3:22])[n:20]1. Reactants: [OH-].[Na+] (sodium hydroxide), OC1C(OCC1)=O (3-hydroxydihydrofuran-2(3H)-one), FC1=CC=C(N)C=C1 (4-fluoroaniline). The solvent is ClCCl (dichloromethane). Conditions: temperature 150 celsius, time 1 day. Product: FC1=CC=C(C=C1)N1C(C(CC1)O)=O (1-(4-Fluorophenyl)-3-hydroxypyrrolidin-2-one). Yield: 70.9%. Reaction SMILES: [OH:1][CH:2]1[CH2:6][CH2:5][O:4][C:3]1=O.[F:8][C:9]1[CH:15]=[CH:14][C:12]([NH2:13])=[CH:11][CH:10]=1.[OH-].[Na+]>ClCCl>[F:8][C:9]1[CH:15]=[CH:14][C:12]([N:13]2[CH2:5][CH2:6][CH:2]([OH:1])[C:3]2=[O:4])=[CH:11][CH:10]=1 |f:2.3|. Procedure details: A mixture of 3-hydroxydihydrofuran-2(3H)-one (5.00 g, 49.0 mmol) and 4-fluoroaniline (6.53 g, 59.0 mmol) was stirred at 150° C. for 1 day. After completion of the reaction, dichloromethane and 10 M sodium hydroxide aqueous solution were added to the reaction solution and the resultant mixture was filtered. To the filtrate, dichloromethane and concentrated hydrochloric acid were added to adjust pH to 1. The obtained solid was collected by filtration, washed with water, and dried under reduced pre... Starting materials: O=C([O-])[O-], COCCOCCOC, Oc1ccc(Cl)nc1, [Cs+], [Cs+], CC(C)(C)CI. Product: CC(C)(C)COc1ccc(Cl)nc1. RXN SMILES: [C:15](=[O:16])([O-:17])[O-:18].[CH3:21][O:22][CH2:23][CH2:24][O:25][CH2:26][CH2:27][O:28][CH3:29].[Cl:1][c:2]1[cH:3][cH:4][c:5]([OH:8])[cH:6][n:7]1.[Cs+:19].[Cs+:20].[I:9][CH2:10][C:11]([CH3:12])([CH3:13])[CH3:14]>>[Cl:1][c:2]1[cH:3][cH:4][c:5]([O:8][CH2:10][C:11]([CH3:12])([CH3:13])[CH3:14])[cH:6][n:7]1. The reactants are N1(CCNCCC1)C1=NC=CC=C1CNC1=NN=CN1C1=C(C(=CC=C1)Cl)Cl (N-{[2-(1,4-diazepan-1-yl)pyridin-3-yl]methyl}-4-(2,3-dichlorophenyl)-4H-1,2,4-triazol-3-amine), CC(=O)C (acetone), C(C)(=O)O[BH-](OC(C)=O)OC(C)=O.[Na+] (sodium triacetoxyborohydride), C([O-])(O)=O.[Na+] (sodium bicarbonate). Run in ClCCCl (1,2-dichloroethane). Conditions: time 8 hour. The product is ClC1=C(C=CC=C1Cl)N1C(=NN=C1)NCC=1C(=NC=CC1)N1CCN(CCC1)C(C)C (4-(2,3-dichlorophenyl)-N-{[2-(4-isopropyl-1,4-diazepan-1-yl)pyridin-3-yl]methyl}-4H-1,2,4-triazol-3-amine). As a reaction SMILES: [N:1]1([C:8]2[C:13]([CH2:14][NH:15][C:16]3[N:20]([C:21]4[CH:26]=[CH:25][CH:24]=[C:23]([Cl:27])[C:22]=4[Cl:28])[CH:19]=[N:18][N:17]=3)=[CH:12][CH:11]=[CH:10][N:9]=2)[CH2:7][CH2:6][CH2:5][NH:4][CH2:3][CH2:2]1.[CH3:29][C:30]([CH3:32])=O.C(O[BH-](OC(=O)C)OC(=O)C)(=O)C.[Na+].C(=O)(O)[O-].[Na+]>ClCCCl>[Cl:28][C:22]1[C:23]([Cl:27])=[CH:24][CH:25]=[CH:26][C:21]=1[N:20]1[CH:19]=[N:18][N:17]=[C:16]1[NH:15][CH2:14][C:13]1[C:8]([N:1]2[CH2:7][CH2:6][CH2:5][N:4]([CH:30]([CH3:32])[CH3:29])[CH2:3][CH2:2]2)=[N:9][CH:10]=[CH:11][CH:12]=1 |f:2.3,4.5|. Procedure details: To a solution of Example 113A in 1,2-dichloroethane (10 ml) was added acetone (3 mL) and sodium triacetoxyborohydride (253 mg, 1.194 mmol). The reaction mixture was stirred at room temperature overnight. Saturated sodium bicarbonate was added and the layers were separated. The aqueous layer was extracted with dichloromethane. The combined organic layer was washed with brine, dried over magnesium sulfate, filtered and concentrated. The residue was purified by flash column chromatography using dic... Reactants: [H-].[Na+] (sodium hydride), CI (methyl iodide), ClC1=C(OC2=CC3=C(NC([C@H](O3)C)=O)C=C2)C(=CC(=C1)C(F)(F)F)F (7-(2-chloro-6-fluoro-4-trifluoromethylphenoxy)-2(R)-methyl-2H-1,4-benzoxazine-3 (4H)-one), O (Water), O (water). Solvent: CN(C=O)C (dimethylformamide), CN(C=O)C (dimethylformamide). Run at time 10 minute. Yields the product ClC1=C(OC2=CC3=C(N(C([C@H](O3)C)=O)C)C=C2)C(=CC(=C1)C(F)(F)F)F (7-(2-Chloro-6-fluoro-4-trifluoromethylphenoxy)-2(R),4-dimethyl-2H-1,4-benzoxazine-3 (4H)-one). Reaction SMILES: [H-].[Na+].[Cl:3][C:4]1[CH:22]=[C:21]([C:23]([F:26])([F:25])[F:24])[CH:20]=[C:19]([F:27])[C:5]=1[O:6][C:7]1[CH:18]=[CH:17][C:10]2[NH:11][C:12](=[O:16])[C@@H:13]([CH3:15])[O:14][C:9]=2[CH:8]=1.O.[CH3:29]I>CN(C)C=O>[Cl:3][C:4]1[CH:22]=[C:21]([C:23]([F:24])([F:25])[F:26])[CH:20]=[C:19]([F:27])[C:5]=1[O:6][C:7]1[CH:18]=[CH:17][C:10]2[N:11]([CH3:29])[C:12](=[O:16])[C@@H:13]([CH3:15])[O:14][C:9]=2[CH:8]=1 |f:0.1|. Reported procedure: Then, 60% sodium hydride (0.03 g) was suspended in dimethylformamide (5 ml), and a solution of the abovedescribed 7-(2-chloro-6-fluoro-4-trifluoromethylphenoxy)-2(R)-methyl-2H-1,4-benzoxazine-3 (4H)-one (0.3 g) in dimethylformamide (5 ml) was dropwise added thereto while cooling with water. The mixture was stirred for 10 min, methyl iodide (0.1 g) was added thereto, and the mixture was stirred for an additional 10 min. Water (10 ml) was added thereto to terminate the reaction, and the reaction m... Reactants: Cl (hydrochloric acid), N#N (N2), ClC1=CC(=C(CN2N=CC3=CC(=CC=C23)C=C2C(N=C(S2)N2CCN(CC2)C)=O)C=C1)I (5-[1-(4-chloro-2-iodo-benzyl)-1H-indazol-5-ylmethylene]-2-(4-methyl-piperazin-1-yl)thiazol-4-one), C1(=C(C=CC=C1)P(C(C)(C)C)C(C)(C)C)C1=CC=CC=C1 (biphenyl-2-yl-di-t-butyl-phosphane), C(CCC)[Sn](C(=C)OCC)(CCCC)CCCC (Tributyl-(1-ethoxy-vinyl)-stannane). The reagents and catalysts are C=1C=CC(=CC1)/C=C/C(=O)/C=C/C2=CC=CC=C2.C=1C=CC(=CC1)/C=C/C(=O)/C=C/C2=CC=CC=C2.C=1C=CC(=CC1)/C=C/C(=O)/C=C/C2=CC=CC=C2.[Pd].[Pd] (Pd2(dba)3). Run in O (water), CO (MeOH), O1CCOCC1 (dioxane). Run at temperature 90 celsius. Yields the product C(C)(=O)C1=C(CN2N=CC3=CC(=CC=C23)C=C2C(N=C(S2)N2CCN(CC2)C)=O)C=CC(=C1)Cl (5-[1-(2-Acetyl-4-chloro-benzyl)-1H-indazol-5-ylmethylene]-2-(4-methyl-piperazin-1-yl)-thiazol-4-one). As a reaction SMILES: N#N.[Cl:3][C:4]1[CH:33]=[CH:32][C:7]([CH2:8][N:9]2[C:17]3[C:12](=[CH:13][C:14]([CH:18]=[C:19]4[S:23][C:22]([N:24]5[CH2:29][CH2:28][N:27]([CH3:30])[CH2:26][CH2:25]5)=[N:21][C:20]4=[O:31])=[CH:15][CH:16]=3)[CH:11]=[N:10]2)=[C:6](I)[CH:5]=1.C1(C2C=CC=CC=2)C=CC=CC=1P(C(C)(C)C)C(C)(C)C.C([Sn](CCCC)(CCCC)[C:61]([O:63]CC)=[CH2:62])CCC.Cl>CO.C1C=CC(/C=C/C(/C=C/C2C=CC=CC=2)=O)=CC=1.C1C=CC(/C=C/C(/C=C/C2C=CC=CC=2)=O)=CC=1.C1C=CC(/C=C/C(/C=C/C2C=CC=CC=2)=O)=CC=1.[Pd].[Pd].O.O1CCOCC1>[C:61]([C:6]1[CH:5]=[C:4]([Cl:3])[CH:33]=[CH:32][C:7]=1[CH2:8][N:9]1[C:17]2[C:12](=[CH:13][C:14]([CH:18]=[C:19]3[S:23][C:22]([N:24]4[CH2:29][CH2:28][N:27]([CH3:30])[CH2:26][CH2:25]4)=[N:21][C:20]3=[O:31])=[CH:15][CH:16]=2)[CH:11]=[N:10]1)(=[O:63])[CH3:62] |f:6.7.8.9.10|. Procedure: To a N2 flushed vial was added 5-[1-(4-chloro-2-iodo-benzyl)-1H-indazol-5-ylmethylene]-2-(4-methyl-piperazin-1-yl)thiazol-4-one (100 mg, 0.15 mmol), Pd2(dba)3 (10 mg, 0.011 mmol), biphenyl-2-yl-di-t-butyl-phosphane (12 mg, 0.04 mmol), Tributyl-(1-ethoxy-vinyl)-stannane (86 mg, 0.23 mmol) and dioxane (2 mL). The resulting mixture was heated at 90° C. for 16 h. The resulting mixture was poured into water and extracted with EtOAc. The organic layer was dried and concentrated, and the residue was pu...